This data is from the Open Reaction Database (ORD), a public repository of structured organic reaction records. The task is: describe an organic reaction: reactants, conditions, products, and yield Starting materials: C(C1=CC=CC=C1)OC(CCC=1C(CCC1)=O)C (3-benzyloxybutyl-cyclopent-2-enone), CCCCC (pentane). Solvent: C(C)OCC (diethyl ether). Product: C(C1=CC=CC=C1)OC(CCC1C(CCC1)=O)C (3-Benzyloxybutyl-cyclopentanone). The yield is 94.0%. Reaction SMILES: [CH2:1]([O:8][CH:9]([CH3:18])[CH2:10][CH2:11][C:12]1[C:13](=[O:17])[CH2:14][CH2:15][CH:16]=1)[C:2]1[CH:7]=[CH:6][CH:5]=[CH:4][CH:3]=1.CCCCC>C(OCC)C>[CH2:1]([O:8][CH:9]([CH3:18])[CH2:10][CH2:11][CH:12]1[CH2:16][CH2:15][CH2:14][C:13]1=[O:17])[C:2]1[CH:7]=[CH:6][CH:5]=[CH:4][CH:3]=1. Procedure details: General procedure B using (S)-p-tol-BfNAP and 3-benzyloxybutyl-cyclopent-2-enone (0.146 g, 0.6 mmol) gave, after 30 h at 0° C. and flash chromatography (1:2 pentane:diethyl ether), the title compound as a clear oil (0.139 g, 94% yield). 1H NMR (300 MHz, CDCl3): δ7.37-7.23 (m, 5 H), 4.50 (s, 2 H), 3.47 (t, J=6.3 Hz, 2 H), 2.43-2.04 (m, 5 H), 1.78 (ddd, J=18.0, 9.6, 1.2 Hz, 1 H), 1.70-1.56 (m, 2 H), 1.56-1.34 (m, 5 H). 13C NMR (75 MHz, CDCl3): δ219.8, 138.6, 128.4, 127.7, 127.6, 73.1, 70.3, 45.4, ... Starting materials: [Si](C)(C)(C(C)(C)C)OC[C@H](C=C)N(C(OC(C)(C)C)=O)CC(C=CC)=O ((S)-tert-butyl 1-(tert-butyldimethylsilyloxy)but-3-en-2-yl(2-oxopent-3-enyl)carbamate), [Si](C)(C)(C(C)(C)C)OC[C@H](C=C)N(C(OC(C)(C)C)=O)CC(C=CC)=O ((S)-tert-butyl 1-(tert-butyldimethylsilyloxy)but-3-en-2-yl(2-oxopent-3-enyl)carbamate). The reagents and catalysts are CC1=CC(=C(C(=C1)C)N2CCN(C2=[Ru](=CC3=C(C=CC=C3)OC(C)C)(Cl)Cl)C4=C(C=C(C=C4C)C)C)C (Hoveyda-Grubbs Catalyst 2nd Generation). Run in C1(=CC=CC=C1)C (toluene). Reaction conditions: temperature 65 celsius, time 2 hour. The product is ethyl acetate hexanes, [Si](C)(C)(C(C)(C)C)OC[C@H]1N(CC(C=C1)=O)C(=O)OC(C)(C)C ((S)-tert-butyl 2-((tert-butyldimethylsilyloxy)methyl)-5-oxo-5,6-dihydropyridine-1(2H)-carboxylate). The yield is 70.7%. As a reaction SMILES: [Si:1]([O:8][CH2:9][C@@H:10]([N:13]([CH2:21][C:22](=[O:26])[CH:23]=CC)[C:14](=[O:20])[O:15][C:16]([CH3:19])([CH3:18])[CH3:17])[CH:11]=C)([C:4]([CH3:7])([CH3:6])[CH3:5])([CH3:3])[CH3:2]>C1(C)C=CC=CC=1.CC1C=C(C)C(N2C(=[Ru](Cl)(Cl)=CC3C=CC=CC=3OC(C)C)N(C3C(C)=CC(C)=CC=3C)CC2)=C(C)C=1>[Si:1]([O:8][CH2:9][C@@H:10]1[CH:11]=[CH:23][C:22](=[O:26])[CH2:21][N:13]1[C:14]([O:15][C:16]([CH3:17])([CH3:18])[CH3:19])=[O:20])([C:4]([CH3:6])([CH3:5])[CH3:7])([CH3:3])[CH3:2]. Reported procedure: (S)-tert-butyl 1-(tert-butyldimethylsilyloxy)but-3-en-2-yl(2-oxopent-3-enyl)carbamate (Intermediate 49, 27.0 g, 70.39 mmol) was dissolved in toluene (650 ml). The solution was purged with nitrogen for 15 minutes before the addition of Hoveyda-Grubbs Catalyst 2nd Generation (0.885 g, 1.41 mmol). The reaction mixture was heated under nitrogen at 65° C. After 2 hours LCMS showed complete formation of the product. The reaction mixture was concentrated under reduced pressure. Silica gel chromatograph... Run in C(C)(=O)O (acetic acid). Procedure details: 6-Methoxy-1-(4-methoxy-benzyl-3,3,5-trimethyl-1,3-dihydro-indol-2-one (640 mg, 1.97 mmol) was mixed with acetic acid (0.7 mL)and 48% hydrobromic acid (7 mL) and heated to reflux 12 hours. The solution was cooled to 0° C. and aqueous Na2CO3 was added to adjust to pH=7 then extracted with EtOAc, washed with brine, dried over MgSO4, filtered and evaporated under reduced pressure. The residue was purified by column chromatography on silica gel (hexane: EtOAc/4:1 to 1:1) to give 280 mg of 6-Hydroxy-3... Yield: 74.0%. Reaction conditions: temperature 0 celsius. Yields the product OC1=C(C=C2C(C(NC2=C1)=O)(C)C)C (6-Hydroxy-3,3,5-trimethyl-1,3-dihydro-indol-2-one). Reaction SMILES: COC1C=CC(C[N:8]2[C:16]3[C:11](=[CH:12][C:13]([CH3:17])=[CH:14][CH:15]=3)[C:10]([CH3:19])([CH3:18])[C:9]2=[O:20])=CC=1.Br.C([O-])([O-])=[O:25].[Na+].[Na+]>C(O)(=O)C>[OH:25][C:14]1[CH:15]=[C:16]2[C:11]([C:10]([CH3:19])([CH3:18])[C:9](=[O:20])[NH:8]2)=[CH:12][C:13]=1[CH3:17] |f:2.3.4|. Reactants: COC1=CC=C(CN2C(C(C3=CC(=CC=C23)C)(C)C)=O)C=C1 (4-methoxy-benzyl-3,3,5-trimethyl-1,3-dihydro-indol-2-one), Br (hydrobromic acid), C(=O)([O-])[O-].[Na+].[Na+] (Na2CO3). Reactants: ClC1=C2C(=NC=C1)C=C(S2)S(=O)(=O)N(C)OC (7-Chloro-N-methoxy-N-methylthieno[3,2-b]pyridine-2-sulfonamide), FC1=C(C=CC(=C1)[N+](=O)[O-])O (2-fluoro-4-nitrophenol), C(=O)([O-])[O-].[K+].[K+] (K2CO3). Solvent: C1(=CC=CC=C1)OC1=CC=CC=C1 (diphenyl ether), C(Cl)Cl (DCM). The product is FC1=C(OC2=C3C(=NC=C2)C=C(S3)S(=O)(=O)N(C)OC)C=CC(=C1)[N+](=O)[O-] (7-(2-Fluoro-4-nitrophenoxy)-N-methoxy-N-methylthieno[3,2-b]pyridine-2-sulfonamide). Isolated yield 39.7%. As a reaction SMILES: Cl[C:2]1[CH:7]=[CH:6][N:5]=[C:4]2[CH:8]=[C:9]([S:11]([N:14]([O:16][CH3:17])[CH3:15])(=[O:13])=[O:12])[S:10][C:3]=12.[F:18][C:19]1[CH:24]=[C:23]([N+:25]([O-:27])=[O:26])[CH:22]=[CH:21][C:20]=1[OH:28].C([O-])([O-])=O.[K+].[K+]>C1(OC2C=CC=CC=2)C=CC=CC=1.C(Cl)Cl>[F:18][C:19]1[CH:24]=[C:23]([N+:25]([O-:27])=[O:26])[CH:22]=[CH:21][C:20]=1[O:28][C:2]1[CH:7]=[CH:6][N:5]=[C:4]2[CH:8]=[C:9]([S:11]([N:14]([O:16][CH3:17])[CH3:15])(=[O:13])=[O:12])[S:10][C:3]=12 |f:2.3.4|. Reported procedure: A mixture of 82 (400 mg, 1.37 mmol), 2-fluoro-4-nitrophenol (321 mg, 2.05 mmol) and K2CO3 (756 mg, 5.48 mmol) were heated to 190° C. in diphenyl ether (55 ml) for 3 hrs. The mixture was cooled to room temperature, diluted with DCM and filtered. The filtrate was concentrated and purified by column chromatography (eluent EtOAc:hexane, 1:1) to afford title compound 83 (225 mg, 40% yield). MS (m/z) 414.0 (M+H).